The task is: describe an organic reaction: reactants, conditions, products, and yield. This data is from the Open Reaction Database (ORD), a public repository of structured organic reaction records. Reactants: CCOC(=O)N1CCC(NC(C)c2ccccc2)C(OC)C1, Cl. Yields the product COC1CNCCC1NC(C)c1ccccc1. As a reaction SMILES: [CH3:1][O:2][CH:3]1[CH2:4][N:5]([C:18]([O:19][CH2:20][CH3:21])=[O:22])[CH2:6][CH2:7][CH:8]1[NH:9][CH:10]([CH3:11])[c:12]1[cH:13][cH:14][cH:15][cH:16][cH:17]1.[ClH:23]>>[CH3:1][O:2][CH:3]1[CH2:4][NH:5][CH2:6][CH2:7][CH:8]1[NH:9][CH:10]([CH3:11])[c:12]1[cH:13][cH:14][cH:15][cH:16][cH:17]1. Starting materials: BrC1=NN=C2N1C1=C(C(=NC2)C2=NC=CC=C2)C=C(C=C1)Br (1,8-dibromo-6-(2-pyridyl)-4H-s-triazolo[4,3-a][1,4]benzodiazepine), N1CCNCC1 (piperazine). Yields the product BrC=1C=CC2=C(C(=NCC=3N2C(=NN3)N3CCNCC3)C3=NC=CC=C3)C1 (8-bromo-1-piperazino-6-(2-pyridyl)-4H-s-triazolo[4,3-a][1,4]benzodiazepine). RXN SMILES: Br[C:2]1[N:6]2[C:7]3[CH:21]=[CH:20][C:19]([Br:22])=[CH:18][C:8]=3[C:9]([C:12]3[CH:17]=[CH:16][CH:15]=[CH:14][N:13]=3)=[N:10][CH2:11][C:5]2=[N:4][N:3]=1.[NH:23]1[CH2:28][CH2:27][NH:26][CH2:25][CH2:24]1>>[Br:22][C:19]1[CH:20]=[CH:21][C:7]2[N:6]3[C:2]([N:23]4[CH2:28][CH2:27][NH:26][CH2:25][CH2:24]4)=[N:3][N:4]=[C:5]3[CH2:11][N:10]=[C:9]([C:12]3[CH:17]=[CH:16][CH:15]=[CH:14][N:13]=3)[C:8]=2[CH:18]=1. Reported procedure: In the manner given in Example 1, 1,8-dibromo-6-(2-pyridyl)-4H-s-triazolo[4,3-a][1,4]benzodiazepine is heated with piperazine to give 8-bromo-1-piperazino-6-(2-pyridyl)-4H-s-triazolo[4,3-a][1,4]benzodiazepine. Yields the product ClC=1C=C(C=CC1)C1=CC=C(C=C1)OCC(CCC=1C=NC=CC1)O ((±)-1-(3'-Chlorobiphenyl-4-yloxy)-4-(3-pyridyl)-2-butanol). Starting materials: ClCC(CCC=1C=NC=CC1)O ((±)-α-(chloromethyl)-3-pyridinepropanol), ClC=1C=C(C=CC1)C1=CC=C(C=C1)O (3'-chlorobiphenyl-4-ol), [OH-].[Na+] (sodium hydroxide). Solvent: C(C)O (ethanol). RXN SMILES: Cl[CH2:2][CH:3]([OH:12])[CH2:4][CH2:5][C:6]1[CH:7]=[N:8][CH:9]=[CH:10][CH:11]=1.[Cl:13][C:14]1[CH:15]=[C:16]([C:20]2[CH:25]=[CH:24][C:23]([OH:26])=[CH:22][CH:21]=2)[CH:17]=[CH:18][CH:19]=1.[OH-].[Na+]>C(O)C>[Cl:13][C:14]1[CH:15]=[C:16]([C:20]2[CH:25]=[CH:24][C:23]([O:26][CH2:2][CH:3]([OH:12])[CH2:4][CH2:5][C:6]3[CH:7]=[N:8][CH:9]=[CH:10][CH:11]=3)=[CH:22][CH:21]=2)[CH:17]=[CH:18][CH:19]=1 |f:2.3|. Reported procedure: Prepared according to the method described in Example 24b) from (±)-α-(chloromethyl)-3-pyridinepropanol (1.0 g), 3'-chlorobiphenyl-4-ol (1.4 g), ethanol (30 ml) and aqueous sodium hydroxide (1.5 M, 5 ml) to give the title compound after purification as a white solid (0.34 g).